This data is from the Open Reaction Database (ORD), a public repository of structured organic reaction records. The task is: describe an organic reaction: reactants, conditions, products, and yield Reactants: BrB(Br)Br, ClCCl, COc1cc(C)cc2c(=O)oc3c(c12)C(=O)c1cccc(O)c1C3=O. Product: Cc1cc(O)c2c3c(oc(=O)c2c1)C(=O)c1c(O)cccc1C3=O. As a reaction SMILES: [B:26]([Br:27])([Br:28])[Br:29].[CH2:30]([Cl:31])[Cl:32].[OH:1][c:2]1[cH:3][cH:4][cH:5][c:6]2[c:23]1[C:22](=[O:24])[c:9]1[c:8]([c:13]3[c:12]([c:11](=[O:21])[o:10]1)[cH:17][c:16]([CH3:18])[cH:15][c:14]3[O:19][CH3:20])[C:7]2=[O:25]>>[OH:1][c:2]1[cH:3][cH:4][cH:5][c:6]2[c:23]1[C:22](=[O:24])[c:9]1[c:8]([c:13]3[c:12]([c:11](=[O:21])[o:10]1)[cH:17][c:16]([CH3:18])[cH:15][c:14]3[OH:19])[C:7]2=[O:25].